The task is: describe an organic reaction: reactants, conditions, products, and yield. This data is from the Open Reaction Database (ORD), a public repository of structured organic reaction records. The reactants are CC=1N=C(SC1CCCO)C1=CC=C(C=C1)C(F)(F)F (3-[4-methyl-2-(4-trifluoromethyl-phenyl)-thiazol-5-yl]-propan-1-ol), C(CCC)P(CCCC)CCCC (tributylphosphine), CN(C(=O)N=NC(=O)N(C)C)C (N,N,N′,N′-tetramethyl azodicarboxamide), C(C)(C)(C)OC(CN1C=CC2=C(C=CC=C12)O)=O ((4-hydroxy-indol-1-yl)-acetic acid tert-butyl ester). Product: C(C)(C)(C)OC(CN1C=CC2=C(C=CC=C12)OCCCC1=C(N=C(S1)C1=CC=C(C=C1)C(F)(F)F)C)=O ((4-{3-[4-methyl-2-(4-trifluoromethyl-phenyl)-thiazol-5-yl]-propoxy}-indol-1-yl)-acetic acid tert-butyl ester). As a reaction SMILES: [C:1]([O:5][C:6](=[O:18])[CH2:7][N:8]1[C:16]2[C:11](=[C:12]([OH:17])[CH:13]=[CH:14][CH:15]=2)[CH:10]=[CH:9]1)([CH3:4])([CH3:3])[CH3:2].[CH3:19][C:20]1[N:21]=[C:22]([C:29]2[CH:34]=[CH:33][C:32]([C:35]([F:38])([F:37])[F:36])=[CH:31][CH:30]=2)[S:23][C:24]=1[CH2:25][CH2:26][CH2:27]O.C(P(CCCC)CCCC)CCC.CN(C)C(N=NC(N(C)C)=O)=O>>[C:1]([O:5][C:6](=[O:18])[CH2:7][N:8]1[C:16]2[C:11](=[C:12]([O:17][CH2:27][CH2:26][CH2:25][C:24]3[S:23][C:22]([C:29]4[CH:34]=[CH:33][C:32]([C:35]([F:37])([F:38])[F:36])=[CH:31][CH:30]=4)=[N:21][C:20]=3[CH3:19])[CH:13]=[CH:14][CH:15]=2)[CH:10]=[CH:9]1)([CH3:4])([CH3:2])[CH3:3]. Procedure: In analogy to the procedure described in example 3 c], (4-hydroxy-indol-1-yl)-acetic acid tert-butyl ester (example 3 b]) was reacted with 3-[4-methyl-2-(4-trifluoromethyl-phenyl)-thiazol-5-yl]-propan-1-ol in the presence of tributylphosphine and N,N,N′,N′-tetramethyl azodicarboxamide to yield (4-{3-[4-methyl-2-(4-trifluoromethyl-phenyl)-thiazol-5-yl]-propoxy}-indol-1-yl)-acetic acid tert-butyl ester as colorless gum. Reactants: CCOC(=O)c1c(CCc2ccccc2)noc1C, CCO, [K+], [OH-], O. The product is Cc1onc(CCc2ccccc2)c1C(=O)O. As a reaction SMILES: [CH2:1]([CH3:2])[O:3][C:4](=[O:5])[c:6]1[c:7]([CH2:12][CH2:13][c:14]2[cH:15][cH:16][cH:17][cH:18][cH:19]2)[n:8][o:9][c:10]1[CH3:11].[CH3:22][CH2:23][OH:24].[K+:21].[OH-:20].[OH2:25]>>[O:3]=[C:4]([OH:5])[c:6]1[c:7]([CH2:12][CH2:13][c:14]2[cH:15][cH:16][cH:17][cH:18][cH:19]2)[n:8][o:9][c:10]1[CH3:11]. The reactants are ClC1=CC=C(C=C1)S(=O)(=O)C1CN(CCC1)S(=O)(=O)C1=CC=C(C=C1)C (3-[(4-chlorophenyl)sulfonyl]-1-[(4-methylphenyl)sulfonyl]piperidine), Br (hydrobromic acid), C1(=CC=CC=C1)O (phenol), [OH-].[Na+] (sodium hydroxide), CCOCC (ether). Reported procedure: A mixture of 24.18 g (0.06 mole) of 3-[(4-chlorophenyl)sulfonyl]-1-[(4-methylphenyl)sulfonyl]piperidine, 200 ml of 48% hydrobromic acid and 200 g (2.0 moles) of phenol was refluxed for 1.5 hr. The reaction mixture was cooled and poured into ice. The mixture was carefully made alkaline with 50% sodium hydroxide solution and extracted with diethyl ether. The ether layer was separated and held. The water layer was extracted with methylene chloride and separated, discarding the aqueous phase. The me... Product: C(\C=C\C(=O)O)(=O)O.ClC1=CC=C(C=C1)S(=O)(=O)C1CNCCC1 (3-[(4-Chlorophenyl)sulfonyl]piperidine fumarate). As a reaction SMILES: [Cl:1][C:2]1[CH:7]=[CH:6][C:5]([S:8]([CH:11]2[CH2:16][CH2:15][CH2:14][N:13](S(C3C=CC(C)=CC=3)(=O)=O)[CH2:12]2)(=[O:10])=[O:9])=[CH:4][CH:3]=1.Br.[C:28]1([OH:34])C=CC=C[CH:29]=1.[OH-:35].[Na+].CC[O:39][CH2:40][CH3:41]>>[C:40]([OH:39])(=[O:9])/[CH:41]=[CH:29]/[C:28]([OH:34])=[O:35].[Cl:1][C:2]1[CH:3]=[CH:4][C:5]([S:8]([CH:11]2[CH2:16][CH2:15][CH2:14][NH:13][CH2:12]2)(=[O:9])=[O:10])=[CH:6][CH:7]=1 |f:3.4,6.7|. Reactants: [Br-].N1=C(C=CC=C1)[Zn+] (pyridin-2-ylzinc(II) bromide), BrC=1C=CC(=C(C1)N1C(C=CC2=CC(=CC=C12)S(=O)(=O)NC1=NOC=C1)=O)OC (1-(5-bromo-2-methoxyphenyl)-N-(isoxazol-3-yl)-2-oxo-1,2-dihydroquinoline-6-sulfonamide), [Cl-].[NH4+] (ammonium chloride). The reagents and catalysts are C=1C=CC(=CC1)[P](C=2C=CC=CC2)(C=3C=CC=CC3)[Pd]([P](C=4C=CC=CC4)(C=5C=CC=CC5)C=6C=CC=CC6)([P](C=7C=CC=CC7)(C=8C=CC=CC8)C=9C=CC=CC9)[P](C=1C=CC=CC1)(C=1C=CC=CC1)C=1C=CC=CC1 (Pd(Ph3P)4). Solvent: C1CCOC1 (THF). Conditions: temperature 60 celsius. The product is O1N=C(C=C1)NS(=O)(=O)C=1C=C2C=CC(N(C2=CC1)C1=C(C=CC(=C1)C1=NC=CC=C1)OC)=O (N-3-isoxazolyl-1-(2-methoxy-5-(2-pyridinyl)phenyl)-2-oxo-1,2-dihydro-6-quinolinesulfonamide). Reaction SMILES: Br[C:2]1[CH:3]=[CH:4][C:5]([O:28][CH3:29])=[C:6]([N:8]2[C:17]3[C:12](=[CH:13][C:14]([S:18]([NH:21][C:22]4[CH:26]=[CH:25][O:24][N:23]=4)(=[O:20])=[O:19])=[CH:15][CH:16]=3)[CH:11]=[CH:10][C:9]2=[O:27])[CH:7]=1.[Br-].[N:31]1[CH:36]=[CH:35][CH:34]=[CH:33][C:32]=1[Zn+].[Cl-].[NH4+]>C1COCC1.C1C=CC([P]([Pd]([P](C2C=CC=CC=2)(C2C=CC=CC=2)C2C=CC=CC=2)([P](C2C=CC=CC=2)(C2C=CC=CC=2)C2C=CC=CC=2)[P](C2C=CC=CC=2)(C2C=CC=CC=2)C2C=CC=CC=2)(C2C=CC=CC=2)C2C=CC=CC=2)=CC=1>[O:24]1[CH:25]=[CH:26][C:22]([NH:21][S:18]([C:14]2[CH:13]=[C:12]3[C:17](=[CH:16][CH:15]=2)[N:8]([C:6]2[CH:7]=[C:2]([C:32]4[CH:33]=[CH:34][CH:35]=[CH:36][N:31]=4)[CH:3]=[CH:4][C:5]=2[O:28][CH3:29])[C:9](=[O:27])[CH:10]=[CH:11]3)(=[O:20])=[O:19])=[N:23]1 |f:1.2,3.4,^1:48,50,69,88|. Reported procedure: To a vial charged with 1-(5-bromo-2-methoxyphenyl)-N-(isoxazol-3-yl)-2-oxo-1,2-dihydroquinoline-6-sulfonamide (0.100 g, 0.210 mmol) and Pd(Ph3P)4 (0.024 g, 0.021 mmol) in THF (1.050 ml) was added pyridin-2-ylzinc(II) bromide (0.5M in THF) (2.100 ml, 1.050 mmol). The reaction was sealed and heated to 60° C. for 6.5 h. After cooling to RT, ammonium chloride (sat. aq) was added and the product extracted (×3) with DCM. The organics were dried via phase separator and concentrated in vacuo. The crude ... Reactants: C1(CCCCC1)C1=C2C=C3N(C=C4N(C5=C3C=C(C=C5)C(=O)O)CC(=N4)C)C2=CC=C1 (10-cyclohexyl-2-methyl-4H-imidazo[1,2-a]indolo[1,2-d][1,4]benzodiazepine-7-carboxylic acid), CN(S(=O)(=O)N)C (N,N-dimethylsulfamide), CCN=C=NCCCN(C)C.Cl (EDCI HCl). Reagents/catalysts: CN(C)C=1C=CN=CC1 (DMAP). Run in CN(C)C=O (DMF), CS(=O)C (DMSO), CO (MeOH). Conditions: temperature 60 celsius, time 2 hour. Product: C1(CCCCC1)C1=C2C=C3N(C=C4N(C5=C3C=C(C=C5)C(=O)NS(=O)(=O)N(C)C)CC(=N4)C)C2=CC=C1 (10-cyclohexyl-N-((dimethylamino)sulfonyl)-2-methyl-4H-imidazo[1,2-a]indolo[1,2-d][1,4]benzodiazepine-7-carboxamide). Yield: 44.3%. Reaction SMILES: [CH:1]1([C:7]2[CH:31]=[CH:30][CH:29]=[C:28]3[C:8]=2[CH:9]=[C:10]2[C:16]4[CH:17]=[C:18]([C:21](O)=[O:22])[CH:19]=[CH:20][C:15]=4[N:14]4[CH2:24][C:25]([CH3:27])=[N:26][C:13]4=[CH:12][N:11]23)[CH2:6][CH2:5][CH2:4][CH2:3][CH2:2]1.[CH3:32][N:33]([CH3:38])[S:34]([NH2:37])(=[O:36])=[O:35].CCN=C=NCCCN(C)C.Cl>CN(C=O)C.CN(C1C=CN=CC=1)C.CS(C)=O.CO>[CH:1]1([C:7]2[CH:31]=[CH:30][CH:29]=[C:28]3[C:8]=2[CH:9]=[C:10]2[C:16]4[CH:17]=[C:18]([C:21]([NH:37][S:34]([N:33]([CH3:38])[CH3:32])(=[O:36])=[O:35])=[O:22])[CH:19]=[CH:20][C:15]=4[N:14]4[CH2:24][C:25]([CH3:27])=[N:26][C:13]4=[CH:12][N:11]23)[CH2:2][CH2:3][CH2:4][CH2:5][CH2:6]1 |f:2.3|. Procedure: To a solution of 10-cyclohexyl-2-methyl-4H-imidazo[1,2-a]indolo[1,2-d][1,4]benzodiazepine-7-carboxylic acid (58 g, 0.14 mmol) and N,N-dimethylsulfamide (82 g, 0.66 mol) in DMF (2 mL) added DMAP (80 mg, 0.66 mmol) and then EDCI-HCl (100 mg, 0.52 mmol). The reaction mixture was stirred at 60° C. for 2 h, cooled to rt, diluted with DMSO and MeOH and purified by prep HPLC (MeOH/H2O with 10 mM TFA buffer) to yield 10-cyclohexyl-N-((dimethylamino)sulfonyl)-2-methyl-4H-imidazo[1,2-a]indolo[1,2-d][1,4]b... The reactants are ClC1=CC2=C(NC(=N2)C(C)NC(C2=CC(=C(C=C2)C(=O)N2CCCC2)C#C)=O)C=C1 (N-[1-(5-chloro-1H-benzimidazol-2-yl)ethyl]-3-ethynyl-4-(pyrrolidin-1-ylcarbonyl)benzamide), [H][H] (hydrogen). The reagents and catalysts are [Pt] (platinum). The solvent is O1CCOCC1.O (dioxane water). The product is ClC1=CC2=C(NC(=N2)C(C)NC(C2=CC(=C(C=C2)C(=O)N2CCCC2)CC)=O)C=C1 (N-[1-(5-chloro-1H-benzimidazol-2-yl)ethyl]-3-ethyl-4-(pyrrolidin-1-ylcarbonyl)benzamide). Isolated yield 99.0%. Reaction SMILES: [Cl:1][C:2]1[CH:30]=[CH:29][C:5]2[NH:6][C:7]([CH:9]([NH:11][C:12](=[O:28])[C:13]3[CH:18]=[CH:17][C:16]([C:19]([N:21]4[CH2:25][CH2:24][CH2:23][CH2:22]4)=[O:20])=[C:15]([C:26]#[CH:27])[CH:14]=3)[CH3:10])=[N:8][C:4]=2[CH:3]=1.[H][H]>O1CCOCC1.O.[Pt]>[Cl:1][C:2]1[CH:30]=[CH:29][C:5]2[NH:6][C:7]([CH:9]([NH:11][C:12](=[O:28])[C:13]3[CH:18]=[CH:17][C:16]([C:19]([N:21]4[CH2:22][CH2:23][CH2:24][CH2:25]4)=[O:20])=[C:15]([CH2:26][CH3:27])[CH:14]=3)[CH3:10])=[N:8][C:4]=2[CH:3]=1 |f:2.3|. Procedure details: 60 mg (0.143 mmol) of N-[1-(5-chloro-1H-benzimidazol-2-yl)ethyl]-3-ethynyl-4-(pyrrolidin-1-ylcarbonyl)benzamide is dissolved in 6.0 mL dioxane/water (1:1), combined with 8.0 mg platinum/activated charcoal and hydrogenated for 7 hours with hydrogen (3 bar). Then the catalyst is filtered off and the solvent is distilled off. Yield: 99%; Rf value: 0.15 (Reversed-phase-8; methanol/5%-NaCl solution=3:2); C23H25ClN4O2 (424.93); mass spectrum: (M−H)-=423/425 (chlorine isotope) and (M+H)+=425/427 (chlor...